Dataset: the Open Reaction Database (ORD), a public repository of structured organic reaction records. Task: describe an organic reaction: reactants, conditions, products, and yield The solvent is C(C)(=O)OCC (ethyl acetate), O (Water). Procedure details: To a DMF (2 mL) solution of (E)-3-[3-methoxy-4-(4-methyl-1H-imidazol-1-yl)benzylidene]piperidin-2-one (70 mg) obtained in Example 416, lithium bis(trimethylsilyl)amide (1M THF solution, 0.47 mL) was added dropwise under ice-cooling, and the reaction solution was agitated for 30 minutes under ice-cooling. Subsequently, 1-tert-butyl-4-chloromethylbenzene (0.073 mL) was added to the reaction solution, and the reaction solution was agitated for 30 minutes under ice-cooling. Water and ethyl acetate w... Reaction SMILES: CN(C=O)C.[CH3:6][O:7][C:8]1[CH:9]=[C:10]([CH:19]=[CH:20][C:21]=1[N:22]1[CH:26]=[C:25]([CH3:27])[N:24]=[CH:23]1)/[CH:11]=[C:12]1/[C:13](=[O:18])[NH:14][CH2:15][CH2:16][CH2:17]/1.C[Si]([N-][Si](C)(C)C)(C)C.[Li+].[C:38]([C:42]1[CH:47]=[CH:46][C:45]([CH2:48]Cl)=[CH:44][CH:43]=1)([CH3:41])([CH3:40])[CH3:39]>C(OCC)(=O)C.O>[C:38]([C:42]1[CH:43]=[CH:44][C:45]([CH2:48][N:14]2[CH2:15][CH2:16][CH2:17]/[C:12](=[CH:11]\[C:10]3[CH:19]=[CH:20][C:21]([N:22]4[CH:26]=[C:25]([CH3:27])[N:24]=[CH:23]4)=[C:8]([O:7][CH3:6])[CH:9]=3)/[C:13]2=[O:18])=[CH:46][CH:47]=1)([CH3:41])([CH3:39])[CH3:40] |f:2.3|. The product is C(C)(C)(C)C1=CC=C(CN2C(/C(/CCC2)=C/C2=CC(=C(C=C2)N2C=NC(=C2)C)OC)=O)C=C1 ((E)-1-(4-tert-butylbenzyl)-3-[3-methoxy-4-(4-methyl-1H-imidazol-1-yl)benzylidene]piperidin-2-one). Conditions: time 30 minute. Starting materials: CN(C)C=O (DMF), COC=1C=C(\C=C/2\C(NCCC2)=O)C=CC1N1C=NC(=C1)C ((E)-3-[3-methoxy-4-(4-methyl-1H-imidazol-1-yl)benzylidene]piperidin-2-one), C[Si](C)(C)[N-][Si](C)(C)C.[Li+] (lithium bis(trimethylsilyl)amide), C(C)(C)(C)C1=CC=C(C=C1)CCl (1-tert-butyl-4-chloromethylbenzene). Starting materials: C(#N)C1(CC1)NC(=O)[C@H]1N(C[C@@H](C1)S(=O)(=O)C1=C(C=C(C=C1)F)Cl)C=1N(N=C(C1)C)C1CCC1 ((2S,4R)-4-(2-chloro-4-fluoro-benzenesulfonyl)-1-(2-cyclobutyl-5-methyl-2H-pyrazol-3-yl)-pyrrolidine-2-carboxylic acid (1-cyano-cyclopropyl)-amide), N1N=CC=C1 (pyrazole). Product: C(#N)C1(CC1)NC(=O)[C@H]1N(C[C@@H](C1)S(=O)(=O)C1=C(C=C(C=C1)N1N=CC=C1)Cl)C=1N(N=C(C1)C)C1CCC1 ((2S,4R)-4-(2-Chloro-4-pyrazol-1-yl-benzenesulfonyl)-1-(2-cyclobutyl-5-methyl-2H-pyrazol-3-yl)-pyrrolidine-2-carboxylic acid (1-cyano-cyclopropyl)-amide). RXN SMILES: [C:1]([C:3]1([NH:6][C:7]([C@@H:9]2[CH2:13][C@@H:12]([S:14]([C:17]3[CH:22]=[CH:21][C:20](F)=[CH:19][C:18]=3[Cl:24])(=[O:16])=[O:15])[CH2:11][N:10]2[C:25]2[N:26]([CH:31]3[CH2:34][CH2:33][CH2:32]3)[N:27]=[C:28]([CH3:30])[CH:29]=2)=[O:8])[CH2:5][CH2:4]1)#[N:2].[NH:35]1[CH:39]=[CH:38][CH:37]=[N:36]1>>[C:1]([C:3]1([NH:6][C:7]([C@@H:9]2[CH2:13][C@@H:12]([S:14]([C:17]3[CH:22]=[CH:21][C:20]([N:35]4[CH:39]=[CH:38][CH:37]=[N:36]4)=[CH:19][C:18]=3[Cl:24])(=[O:16])=[O:15])[CH2:11][N:10]2[C:25]2[N:26]([CH:31]3[CH2:34][CH2:33][CH2:32]3)[N:27]=[C:28]([CH3:30])[CH:29]=2)=[O:8])[CH2:5][CH2:4]1)#[N:2]. Procedure details: In analogy to the procedure described in example 392, (2S,4R)-4-(2-chloro-4-fluoro-benzenesulfonyl)-1-(2-cyclobutyl-5-methyl-2H-pyrazol-3-yl)-pyrrolidine-2-carboxylic acid (1-cyano-cyclopropyl)-amide (example 385b) was reacted with pyrazole (CAS Reg. No. 288-11-9) to give the title compound as colorless oil. MS (ESI): m/z=554.3 [M+H]+. The reactants are BrC1=CC2=CC=CC(=C2C=C1)CO (2-bromo-5-(hydroxymethyl)-naphthalene), O=S(Cl)Cl (SOCl2). Run in C(Cl)(Cl)Cl (chloroform). The product is BrC1=CC2=CC=CC(=C2C=C1)CCl (2-Bromo-5-(chloromethyl)-naphthalene). Isolated yield 100.0%. As a reaction SMILES: [Br:1][C:2]1[CH:11]=[CH:10][C:9]2[C:4](=[CH:5][CH:6]=[CH:7][C:8]=2[CH2:12]O)[CH:3]=1.O=S(Cl)[Cl:16]>C(Cl)(Cl)Cl>[Br:1][C:2]1[CH:11]=[CH:10][C:9]2[C:4](=[CH:5][CH:6]=[CH:7][C:8]=2[CH2:12][Cl:16])[CH:3]=1. Reported procedure: A 39.5 g (0.167 mole) portion of 2-bromo-5-(hydroxymethyl)-naphthalene in 300 ml of chloroform was treated at 0°-5° over 0.3 hours with 75 ml (123 g, 1.03 mole) of SOCl2. The reaction mixture was allowed to warm to room temperature over 0.5 hours, heated to reflux over 0.2 hours, and allowed to cool slowly to room temperature and filtered. The filtrate was concentrated under reduced pressure. The residue was taken up in 150 ml of benzene and again concentrated under reduced pressure to give 43 g... The product is CN(C)CC1=CNC2=C1C(=CC=C2)[N+](=O)[O-] (4-nitrogramine). Procedure details: Scheme M illustrates a general method of preparing compounds of the invention (for a synthesis of intermediate amine 8, see also J. Hester J. Org. Chem. 1967, 32, 4095). 4-Nitroindole and formaldehyde/dimethylamine were condensed to form 4-nitrogramine (2). Compound 2 underwent nucleophilic substitution with diethyl malonate to afford diester 3, which was then reduced to the amine 4 via hydrogenolysis over palladium-on-carbon. Indole 4 was cyclized thermally to lactam 5, and then underwent decar... As a reaction SMILES: [N+:1]([C:4]1[CH:12]=[CH:11][CH:10]=[C:9]2[C:5]=1[CH:6]=[CH:7][NH:8]2)([O-:3])=[O:2].[CH2:13]=O.[CH3:15][NH:16][CH3:17]>>[CH3:15][N:16]([CH2:13][C:6]1[C:5]2[C:4]([N+:1]([O-:3])=[O:2])=[CH:12][CH:11]=[CH:10][C:9]=2[NH:8][CH:7]=1)[CH3:17] |f:1.2|. Starting materials: amine, [N+](=O)([O-])C1=C2C=CNC2=CC=C1 (4-Nitroindole), C=O.CNC (formaldehyde dimethylamine). Starting materials: solution, [F-].C(CCC)[N+](CCCC)(CCCC)CCCC (tetrabutylammonium fluoride), [Cl-].[NH4+] (ammonium chloride), C(C)(C)(C)[Si](C)(C)OCCOCC1OC(OC1)(C)C (tert-Butyl{2-[(2,2-dimethyl-1,3-dioxolan-4-yl)methoxy]ethoxy}dimethylsilane), CS(=O)(=O)Cl (methanesulfonyl chloride). The solvent is O1CCCC1 (tetrahydrofuran), C(C)N(CC)CC (triethylamine), O1CCCC1 (tetrahydrofuran). Run at time 1 hour. Product: CS(=O)(=O)OCCOCC1OC(OC1)(C)C (2-[(2,2-dimethyl-1,3-dioxolan-4-yl)methoxy]ethyl methanesulfonate). As a reaction SMILES: C([Si]([O:8][CH2:9][CH2:10][O:11][CH2:12][CH:13]1[CH2:17][O:16][C:15]([CH3:19])([CH3:18])[O:14]1)(C)C)(C)(C)C.[F-].C([N+](CCCC)(CCCC)CCCC)CCC.[Cl-].[NH4+].[CH3:40][S:41](Cl)(=[O:43])=[O:42]>O1CCCC1.C(N(CC)CC)C>[CH3:40][S:41]([O:8][CH2:9][CH2:10][O:11][CH2:12][CH:13]1[CH2:17][O:16][C:15]([CH3:19])([CH3:18])[O:14]1)(=[O:43])=[O:42] |f:1.2,3.4|. Procedure: tert-Butyl{2-[(2,2-dimethyl-1,3-dioxolan-4-yl)methoxy]ethoxy}dimethylsilane (1.03 g) was dissolved in tetrahydrofuran (20 mL), a 1.0 M solution (4 mL) of tetrabutylammonium fluoride in tetrahydrofuran was added, and the mixture was stirred at room temperature for 1 hr. To the reaction mixture was added saturated aqueous ammonium chloride solution, and the mixture was extracted with ethyl acetate. The organic layer washed with saturated brine, dried over anhydrous magnesium sulfate and concentrat... The reactants are BrC1=NC(=CC(=C1)C)C (2-bromo-4,6-dimethylpyridine), BrC1=C(C=C(C=C1)O)F (4-bromo-3-fluoro-phenol), C([O-])([O-])=O.[K+].[K+] (potassium carbonate). The solvent is C(Cl)Cl (DCM). Reaction conditions: temperature 150 celsius. Yields the product BrC1=C(C=C(OC2=NC(=CC(=C2)C)C)C=C1)F (2-(4-Bromo-3-fluoro-phenoxy)-4,6-dimethyl-pyridine). Yield: 68.8%. RXN SMILES: Br[C:2]1[CH:7]=[C:6]([CH3:8])[CH:5]=[C:4]([CH3:9])[N:3]=1.[Br:10][C:11]1[CH:16]=[CH:15][C:14]([OH:17])=[CH:13][C:12]=1[F:18].C(=O)([O-])[O-].[K+].[K+]>C(Cl)Cl>[Br:10][C:11]1[CH:16]=[CH:15][C:14]([O:17][C:2]2[CH:7]=[C:6]([CH3:8])[CH:5]=[C:4]([CH3:9])[N:3]=2)=[CH:13][C:12]=1[F:18] |f:2.3.4|. Procedure: A mixture of 2-bromo-4,6-dimethylpyridine (1 g, 5.4 mmol), 4-bromo-3-fluoro-phenol (1.03 g, 5.4 mmol), and potassium carbonate (0.89 g, 6.4 mmol) was heated at 150° C. (oil bath temperature) in a sealed tube for 7 days. After cooling to room temperature the mixture was diluted with DCM and filtered through a diatomaceous earth pad. The filtrate was evaporated till dryness and the crude product thus obtained was purified by column chromatography (silica gel; DCM as eluent). The desired fractions ... Starting materials: [Ba+2], CC(C)Cn1c(=O)n(C)c(=O)c2c(Br)c(Cc3ccccc3C(F)(F)F)sc21, CCCC(C)C, COCCOC, [OH-], [OH-], O, O, O, O, O, O, O, O, O, c1ccc(P(c2ccccc2)(c2ccccc2)[Pd](P(c2ccccc2)(c2ccccc2)c2ccccc2)(P(c2ccccc2)(c2ccccc2)c2ccccc2)P(c2ccccc2)(c2ccccc2)c2ccccc2)cc1, OB(O)c1ccsc1. The product is CC(C)Cn1c(=O)n(C)c(=O)c2c(-c3ccsc3)c(Cc3ccccc3C(F)(F)F)sc21. Reaction SMILES: [Ba+2:46].[Br:1][c:2]1[c:3]([CH2:18][c:19]2[c:20]([C:25]([F:26])([F:27])[F:28])[cH:21][cH:22][cH:23][cH:24]2)[s:4][c:5]2[n:6]([CH2:14][CH:15]([CH3:16])[CH3:17])[c:7](=[O:13])[n:8]([CH3:12])[c:9](=[O:11])[c:10]12.[CH3:48][CH2:49][CH2:50][CH:51]([CH3:52])[CH3:53].[CH3:54][O:55][CH2:56][CH2:57][O:58][CH3:59].[OH-:45].[OH-:47].[OH2:37].[OH2:38].[OH2:39].[OH2:40].[OH2:41].[OH2:42].[OH2:43].[OH2:44].[OH2:60].[cH:61]1[cH:62][cH:63][c:64]([P:65]([Pd:66]([P:67]([c:68]2[cH:69][cH:70][cH:71][cH:72][cH:73]2)([c:74]2[cH:75][cH:76][cH:77][cH:78][cH:79]2)[c:80]2[cH:81][cH:82][cH:83][cH:84][cH:85]2)([P:86]([c:87]2[cH:88][cH:89][cH:90][cH:91][cH:92]2)([c:93]2[cH:94][cH:95][cH:96][cH:97][cH:98]2)[c:99]2[cH:100][cH:101][cH:102][cH:103][cH:104]2)[P:105]([c:106]2[cH:107][cH:108][cH:109][cH:110][cH:111]2)([c:112]2[cH:113][cH:114][cH:115][cH:116][cH:117]2)[c:118]2[cH:119][cH:120][cH:121][cH:122][cH:123]2)([c:124]2[cH:125][cH:126][cH:127][cH:128][cH:129]2)[c:130]2[cH:131][cH:132][cH:133][cH:134][cH:135]2)[cH:136][cH:137]1.[s:29]1[cH:30][c:31]([B:34]([OH:35])[OH:36])[cH:32][cH:33]1>>[c:2]1(-[c:31]2[cH:30][s:29][cH:33][cH:32]2)[c:3]([CH2:18][c:19]2[c:20]([C:25]([F:26])([F:27])[F:28])[cH:21][cH:22][cH:23][cH:24]2)[s:4][c:5]2[n:6]([CH2:14][CH:15]([CH3:16])[CH3:17])[c:7](=[O:13])[n:8]([CH3:12])[c:9](=[O:11])[c:10]12. Starting materials: FC1=C(C(=CC=C1)F)O (2,6-difluoro-phenol), CN1C(CCC1)=O (N-methylpyrrolidinone), FC1=C(C=CC(=C1F)F)[N+](=O)[O-] (2,3,4-trifluoro-nitrobenzene). Reagents/catalysts: [Br-].C(CCC)[N+](CCCC)(CCCC)CCCC (tetrabutylammonium bromide). The solvent is C(C)(=O)OCC (ethyl acetate). Reaction conditions: temperature 130 celsius, time 8 hour. Yields the product FC1=C(C=CC(=C1F)[N+](=O)[O-])OC1=C(C=CC=C1F)F (2,3-difluoro-1-(2,6-difluoro-phenoxy)-4-nitro-benzene). As a reaction SMILES: [F:1][C:2]1[CH:7]=[CH:6][CH:5]=[C:4]([F:8])[C:3]=1[OH:9].CN1CCCC1=O.[F:17][C:18]1[C:23]([F:24])=[C:22](F)[CH:21]=[CH:20][C:19]=1[N+:26]([O-:28])=[O:27]>[Br-].C([N+](CCCC)(CCCC)CCCC)CCC.C(OCC)(=O)C>[F:24][C:23]1[C:18]([F:17])=[C:19]([N+:26]([O-:28])=[O:27])[CH:20]=[CH:21][C:22]=1[O:9][C:3]1[C:2]([F:1])=[CH:7][CH:6]=[CH:5][C:4]=1[F:8] |f:3.4|. Reported procedure: 470 mg of 2,6-difluoro-phenol and 1.5 g of tetrabutylammonium bromide were added to an N-methylpyrrolidinone (13 ml) solution of 500 mg of 2,3,4-trifluoro-nitrobenzene, and the reaction liquid was stirred overnight at 130° C. The reaction liquid was diluted with ethyl acetate, washed with water and saturated saline in order, and dried with anhydrous sodium sulfate. The solvent was evaporated away under reduced pressure, and the resulting residue was purified through silica gel column chromatogra...